Dataset: the Open Reaction Database (ORD), a public repository of structured organic reaction records. Task: describe an organic reaction: reactants, conditions, products, and yield Reactants: O (water), C1(=CC=CC=C1)P(C1=CC=CC=C1)=S (diphenylphosphine sulfide), C(C)N(C(CCl)=O)CC (N,N-diethylchloroacetamide), [OH-].[K+] (potassium hydroxide). Run in C(Cl)Cl (methylene chloride). Run at time 30 minute. Product: C(C)N(C(=O)CP(C1=CC=CC=C1)(C1=CC=CC=C1)=S)CC (N,N-Diethylcarbamoylmethyl-diphenylphosphine sulfide). RXN SMILES: [C:1]1([PH:7](=[S:14])[C:8]2[CH:13]=[CH:12][CH:11]=[CH:10][CH:9]=2)[CH:6]=[CH:5][CH:4]=[CH:3][CH:2]=1.[CH2:15]([N:17]([CH2:22][CH3:23])[C:18](=[O:21])[CH2:19]Cl)[CH3:16].[OH-].[K+].O>C(Cl)Cl>[CH2:15]([N:17]([CH2:22][CH3:23])[C:18]([CH2:19][P:7](=[S:14])([C:8]1[CH:13]=[CH:12][CH:11]=[CH:10][CH:9]=1)[C:1]1[CH:2]=[CH:3][CH:4]=[CH:5][CH:6]=1)=[O:21])[CH3:16] |f:2.3|. Procedure details: A stirred mixture of diphenylphosphine sulfide (4.365 g, 0.02 mol) and N,N-diethylchloroacetamide (4.189 g, 0.028 mol) in methylene chloride (80 ml) was cooled to 8–10° C. in an ice-water bath. Small pieces of solid potassium hydroxide (3.927 g, 0.07 mol) were added while stirring under nitrogen atmosphere. After 30 minutes, water (25 ml) was added and the organic layer was separated, washed with more water (25 ml) and dried over sodium sulfate. The solvent was removed under reduced pressure usi... The reactants are FC(F)(F)c1cc(Cl)nc(-c2cccnc2)n1, Nc1cc(O)c(Cl)cc1Cl. The product is Oc1cc(Nc2cc(C(F)(F)F)nc(-c3cccnc3)n2)c(Cl)cc1Cl. As a reaction SMILES: [Cl:1][c:2]1[n:3][c:4](-[c:12]2[cH:13][n:14][cH:15][cH:16][cH:17]2)[n:5][c:6]([C:8]([F:9])([F:10])[F:11])[cH:7]1.[NH2:18][c:19]1[c:20]([Cl:27])[cH:21][c:22]([Cl:26])[c:23]([OH:25])[cH:24]1>>[c:2]1([NH:18][c:19]2[c:20]([Cl:27])[cH:21][c:22]([Cl:26])[c:23]([OH:25])[cH:24]2)[n:3][c:4](-[c:12]2[cH:13][n:14][cH:15][cH:16][cH:17]2)[n:5][c:6]([C:8]([F:9])([F:10])[F:11])[cH:7]1. Starting materials: C([O-])([O-])=O.[Cs+].[Cs+] (cesium carbonate), ClC(CCC)C=1C(=NC(=NC1)C1=CC=C(C=C1)C(F)(F)F)C1CC1 ([rac]-5-(1-chloro-butyl)-4-cyclopropyl-2-(4-trifluoromethyl-phenyl)-pyrimidine), C(C)(C)(C)OC(COC1=C(C=C(C=C1)S)C)=O ((4-mercapto-2-methyl-phenoxy)-acetic acid tert-butyl ester). Solvent: CN(C)C=O (DMF), CCOCC (ether). Conditions: time 3 hour. The product is C(C)(C)(C)OC(COC1=C(C=C(C=C1)SC(CCC)C=1C(=NC(=NC1)C1=CC=C(C=C1)C(F)(F)F)C1CC1)C)=O ([rac]-(4-{1-[4-Cyclopropyl-2-(4-trifluoromethyl-phenyl)-pyrimidin-5-yl]-butylsulfanyl}-2-methyl-phenoxy)-acetic acid tert-butyl ester). RXN SMILES: C(=O)([O-])[O-].[Cs+].[Cs+].Cl[CH:8]([C:12]1[C:13]([CH:28]2[CH2:30][CH2:29]2)=[N:14][C:15]([C:18]2[CH:23]=[CH:22][C:21]([C:24]([F:27])([F:26])[F:25])=[CH:20][CH:19]=2)=[N:16][CH:17]=1)[CH2:9][CH2:10][CH3:11].[C:31]([O:35][C:36](=[O:47])[CH2:37][O:38][C:39]1[CH:44]=[CH:43][C:42]([SH:45])=[CH:41][C:40]=1[CH3:46])([CH3:34])([CH3:33])[CH3:32]>CN(C=O)C.CCOCC>[C:31]([O:35][C:36](=[O:47])[CH2:37][O:38][C:39]1[CH:44]=[CH:43][C:42]([S:45][CH:8]([C:12]2[C:13]([CH:28]3[CH2:30][CH2:29]3)=[N:14][C:15]([C:18]3[CH:23]=[CH:22][C:21]([C:24]([F:27])([F:26])[F:25])=[CH:20][CH:19]=3)=[N:16][CH:17]=2)[CH2:9][CH2:10][CH3:11])=[CH:41][C:40]=1[CH3:46])([CH3:34])([CH3:33])[CH3:32] |f:0.1.2|. Procedure details: 231 mg (0.7 mmol) cesium carbonate was added to a solution of 210 mg (0.59 mmol) [rac]-5-(1-chloro-butyl)-4-cyclopropyl-2-(4-trifluoromethyl-phenyl)-pyrimidine (example 30D]) and 151 mg (0.59 mmol) (4-mercapto-2-methyl-phenoxy)-acetic acid tert-butyl ester (example 28C]) in 3 ml DMF. After stirring for 3 h at RT, the reaction mixture was taken up in ether and washed with 1N HCl and water. The crude product was purified by chromatography over silica gel with AcOEt/heptane 1:9 providing 257 mg of ... The reactants are O=C([O-])[O-], CCc1nc2ccccc2[nH]1, Cn1c(C=C2CN(C(=O)OC(C)(C)C)C2)nc2c(N3CCOCC3)nc(Cl)nc21, [Cs+], [Cs+], CN(C)C=O, O=C(C=Cc1ccccc1)C=Cc1ccccc1, O=C(C=Cc1ccccc1)C=Cc1ccccc1, O=C(C=Cc1ccccc1)C=Cc1ccccc1, [Pd], [Pd]. Product: CCc1nc2ccccc2n1-c1nc(N2CCOCC2)c2nc(C=C3CN(C(=O)OC(C)(C)C)C3)n(C)c2n1. Reaction SMILES: [C:41](=[O:42])([O-:43])[O-:44].[CH2:30]([CH3:31])[c:32]1[nH:33][c:34]2[c:35]([n:36]1)[cH:37][cH:38][cH:39][cH:40]2.[Cl:1][c:2]1[n:3][c:4]([N:24]2[CH2:25][CH2:26][O:27][CH2:28][CH2:29]2)[c:5]2[n:6][c:7]([CH:12]=[C:13]3[CH2:14][N:15]([C:17](=[O:18])[O:19][C:20]([CH3:21])([CH3:22])[CH3:23])[CH2:16]3)[n:8]([CH3:11])[c:9]2[n:10]1.[Cs+:45].[Cs+:46].[O:47]=[CH:48][N:49]([CH3:50])[CH3:51].[O:54]=[C:55]([CH:56]=[CH:57][c:58]1[cH:59][cH:60][cH:61][cH:62][cH:63]1)[CH:64]=[CH:65][c:66]1[cH:67][cH:68][cH:69][cH:70][cH:71]1.[O:72]=[C:73]([CH:74]=[CH:75][c:76]1[cH:77][cH:78][cH:79][cH:80][cH:81]1)[CH:82]=[CH:83][c:84]1[cH:85][cH:86][cH:87][cH:88][cH:89]1.[O:90]=[C:91]([CH:92]=[CH:93][c:94]1[cH:95][cH:96][cH:97][cH:98][cH:99]1)[CH:100]=[CH:101][c:102]1[cH:103][cH:104][cH:105][cH:106][cH:107]1.[Pd:52].[Pd:53]>>[c:2]1(-[n:33]2[c:32]([CH2:30][CH3:31])[n:36][c:35]3[c:34]2[cH:40][cH:39][cH:38][cH:37]3)[n:3][c:4]([N:24]2[CH2:25][CH2:26][O:27][CH2:28][CH2:29]2)[c:5]2[n:6][c:7]([CH:12]=[C:13]3[CH2:14][N:15]([C:17](=[O:18])[O:19][C:20]([CH3:21])([CH3:22])[CH3:23])[CH2:16]3)[n:8]([CH3:11])[c:9]2[n:10]1. Starting materials: CCO, COc1cccc(CCNC(=O)CCl)c1, [Hg], O. Product: COc1ccc2c(c1)CCNC(=O)C2. RXN SMILES: [CH3:17][CH2:18][OH:19].[Cl:1][CH2:2][C:3](=[O:4])[NH:5][CH2:6][CH2:7][c:8]1[cH:9][c:10]([O:14][CH3:15])[cH:11][cH:12][cH:13]1.[Hg:20].[OH2:16]>>[CH2:2]1[C:3](=[O:4])[NH:5][CH2:6][CH2:7][c:8]2[cH:9][c:10]([O:14][CH3:15])[cH:11][cH:12][c:13]21. Starting materials: NC=1C=C2CCCC2=CC1C(C1=C(C=CC=C1)C)=O (5-amino-6-(2-methylbenzoyl)indan), C(CC(=O)OCC)(=O)OCC (diethyl malonate), C1CCC2=NCCCN2CC1 (DBU). Run in C(C)O (ethanol). The product is CC1=C(C=CC=C1)C1=C(C(NC2=CC3=C(C=C12)CCC3)=O)C(=O)OCC (ethyl 4-(2-methylphenyl)-2-oxo-1,2,7,8-tetrahydro-6H-cyclopenta[g]quinoline-3-carboxylate). The yield is 98.1%. As a reaction SMILES: [NH2:1][C:2]1[CH:3]=[C:4]2[C:8](=[CH:9][C:10]=1[C:11](=O)[C:12]1[CH:17]=[CH:16][CH:15]=[CH:14][C:13]=1[CH3:18])[CH2:7][CH2:6][CH2:5]2.[C:20](OCC)(=[O:27])[CH2:21][C:22]([O:24][CH2:25][CH3:26])=[O:23].C1CCN2C(=NCCC2)CC1>C(O)C>[CH3:18][C:13]1[CH:14]=[CH:15][CH:16]=[CH:17][C:12]=1[C:11]1[C:10]2[C:2](=[CH:3][C:4]3[CH2:5][CH2:6][CH2:7][C:8]=3[CH:9]=2)[NH:1][C:20](=[O:27])[C:21]=1[C:22]([O:24][CH2:25][CH3:26])=[O:23]. Procedure: A mixture of 5-amino-6-(2-methylbenzoyl)indan (5.02 g), diethyl malonate (6.4 g) and DBU (0.3 ml) was heated at 170°-180° C. for 1 hour. To this reaction mixture was added ethanol to give crystals of ethyl 4-(2-methylphenyl)-2-oxo-1,2,7,8-tetrahydro-6H-cyclopenta[g]quinoline-3-carboxylate (6.81 g, 98.1%). Recrystallization from ethanol-chloroform gave colorless crystals, m.p. 296°-298° C. The reactants are C(C1=CC=CC=C1)(=O)NC1=NC(N([C@H]2[C@@H]([C@@H]([C@@H](COC(C3=CC=CC=C3)=O)O2)NC(C2=CC=C(C=C2)OC)(C2=CC=CC=C2)C2=CC=CC=C2)F)C=C1)=O (N4,5'-O-dibenzoyl-2'-fluoro-3'-(4-methoxytrityl)amino-2',3'-dideoxycytidine), [OH-].[Na+] (NaOH), pyridinium H+. Solvent: 65/30/5, N1=CC=CC=C1.CO.O (pyridine methanol water), N1=CC=CC=C1.CO.O (pyridine methanol water). Run at time 20 minute. Yields the product C(C1=CC=CC=C1)(=O)NC1=NC(N([C@H]2[C@@H]([C@@H]([C@@H](CO)O2)NC(C2=CC=C(C=C2)OC)(C2=CC=CC=C2)C2=CC=CC=C2)F)C=C1)=O (N4 -benzoyl-2'-fluoro-3'-(4-methoxytrityl)amino-2',3'-dideoxycytidine), product. Isolated yield 102.0%. As a reaction SMILES: [C:1]([NH:9][C:10]1[CH:53]=[CH:52][N:13]([C@@H:14]2[O:28][C@H:17]([CH2:18][O:19]C(=O)C3C=CC=CC=3)[C@@H:16]([NH:29][C:30]([C:45]3[CH:50]=[CH:49][CH:48]=[CH:47][CH:46]=3)([C:39]3[CH:44]=[CH:43][CH:42]=[CH:41][CH:40]=3)[C:31]3[CH:36]=[CH:35][C:34]([O:37][CH3:38])=[CH:33][CH:32]=3)[C@H:15]2[F:51])[C:12](=[O:54])[N:11]=1)(=[O:8])[C:2]1[CH:7]=[CH:6][CH:5]=[CH:4][CH:3]=1.[OH-].[Na+]>N1C=CC=CC=1.CO.O>[C:1]([NH:9][C:10]1[CH:53]=[CH:52][N:13]([C@@H:14]2[O:28][C@H:17]([CH2:18][OH:19])[C@@H:16]([NH:29][C:30]([C:45]3[CH:46]=[CH:47][CH:48]=[CH:49][CH:50]=3)([C:39]3[CH:40]=[CH:41][CH:42]=[CH:43][CH:44]=3)[C:31]3[CH:36]=[CH:35][C:34]([O:37][CH3:38])=[CH:33][CH:32]=3)[C@H:15]2[F:51])[C:12](=[O:54])[N:11]=1)(=[O:8])[C:2]1[CH:7]=[CH:6][CH:5]=[CH:4][CH:3]=1 |f:1.2,3.4.5|. Procedure: N4 -benzoyl-2'-fluoro-3'-(4-methoxytrityl)amino-2',3'-dideoxycytidine 15 was prepared as follows: To 1.3 g (1.75 mmol) of 14 in 20 mL of 65/30/5 pyridine/methanol/water, cooled in an ice bath, was added 10 mL of cold 2M NaOH in 65/30/5 pyridine/methanol/water. The mixture was stirred cold for 20 min, then neutralized with pyridinium-H+ form Bio-Rad AG® 50W-X8 cation exchange resin. After 5 min, the resin was removed by filtration and washed with methanol. The combined filtrate and wash were conc...